Dataset: the Open Reaction Database (ORD), a public repository of structured organic reaction records. Task: describe an organic reaction: reactants, conditions, products, and yield Reactants: COc1cc(F)c(C(C)C)cc1B(O)O, CC1NC(=O)OC1c1cc(C(F)(F)F)ccc1I. Yields the product COc1cc(F)c(C(C)C)cc1-c1ccc(C(F)(F)F)cc1C1OC(=O)NC1C. As a reaction SMILES: [F:19][c:20]1[cH:21][c:22]([O:32][CH3:33])[c:23]([B:29]([OH:30])[OH:31])[cH:24][c:25]1[CH:26]([CH3:27])[CH3:28].[I:1][c:2]1[c:3]([CH:12]2[CH:13]([CH3:18])[NH:14][C:15](=[O:17])[O:16]2)[cH:4][c:5]([C:8]([F:9])([F:10])[F:11])[cH:6][cH:7]1>>[c:2]1(-[c:23]2[c:22]([O:32][CH3:33])[cH:21][c:20]([F:19])[c:25]([CH:26]([CH3:27])[CH3:28])[cH:24]2)[c:3]([CH:12]2[CH:13]([CH3:18])[NH:14][C:15](=[O:17])[O:16]2)[cH:4][c:5]([C:8]([F:9])([F:10])[F:11])[cH:6][cH:7]1. Reactants: CN(/C=C/C(=O)C1=NN(C=CC1=O)C1=CC(=CC=C1)O)C (3-((E)-3-Dimethylamino-acryloyl)-1-(3-hydroxyphenyl)-1H-pyridazin-4-one), O1CCOC2=C1C=CC(=C2)NN ((2,3-dihydro-benzo[1,4]dioxin-6-yl)-hydrazine). Product: O1CCOC2=C1C=CC(=C2)N2N=CC=C2C2=NN(C=CC2=O)C2=CC(=CC=C2)O (3-[2-(2,3-Dihydro-benzo[1,4]dioxin-6-yl)-2H-pyrazol-3-yl]-1-(3-hydroxy-phenyl)-1H-pyridazin-4-one). Reaction SMILES: C[N:2](C)/[CH:3]=[CH:4]/[C:5]([C:7]1[C:12](=[O:13])[CH:11]=[CH:10][N:9]([C:14]2[CH:19]=[CH:18][CH:17]=[C:16]([OH:20])[CH:15]=2)[N:8]=1)=O.[O:22]1[C:27]2[CH:28]=[CH:29][C:30]([NH:32]N)=[CH:31][C:26]=2[O:25][CH2:24][CH2:23]1>>[O:22]1[C:27]2[CH:28]=[CH:29][C:30]([N:32]3[C:5]([C:7]4[C:12](=[O:13])[CH:11]=[CH:10][N:9]([C:14]5[CH:19]=[CH:18][CH:17]=[C:16]([OH:20])[CH:15]=5)[N:8]=4)=[CH:4][CH:3]=[N:2]3)=[CH:31][C:26]=2[O:25][CH2:24][CH2:23]1. Procedure details: The product was obtained starting from 3-((E)-3-Dimethylamino-acryloyl)-1-(3-hydroxyphenyl)-1H-pyridazin-4-one (A-17) and (2,3-dihydro-benzo[1,4]dioxin-6-yl)-hydrazine according to the method described for example 91. MS: M=389.1 (M+H)+ Starting materials: ClC=1C=C(C=CC1Cl)C1=CC(=CC(=C1O)C=O)C1=CC=C(C=C1)Cl (3,4,4″-trichloro-6′-hydroxy-[1,1′:3′,1″-terphenyl]-5′-carbaldehyde), C(C)(C)(C)N (tert-butylamine). The product is Cl.C(C)(C)(C)NCC=1C(=C(C=C(C1)C1=CC=C(C=C1)Cl)C1=CC(=C(C=C1)Cl)Cl)O (5′-((tert-Butylamino)methyl)-3″,4,4″-trichloro-[1,1′:3′,1″-terphenyl]-4′-ol hydrochloride). Reaction SMILES: [Cl:1][C:2]1[CH:3]=[C:4]([C:9]2[C:14]([OH:15])=[C:13]([CH:16]=O)[CH:12]=[C:11]([C:18]3[CH:23]=[CH:22][C:21]([Cl:24])=[CH:20][CH:19]=3)[CH:10]=2)[CH:5]=[CH:6][C:7]=1[Cl:8].[C:25]([NH2:29])([CH3:28])([CH3:27])[CH3:26]>>[ClH:1].[C:25]([NH:29][CH2:16][C:13]1[C:14]([OH:15])=[C:9]([C:4]2[CH:5]=[CH:6][C:7]([Cl:8])=[C:2]([Cl:1])[CH:3]=2)[CH:10]=[C:11]([C:18]2[CH:23]=[CH:22][C:21]([Cl:24])=[CH:20][CH:19]=2)[CH:12]=1)([CH3:28])([CH3:27])[CH3:26] |f:2.3|. Procedure details: 5′-((tert-Butylamino)methyl)-3″,4,4″-trichloro-[1,1′:3′,1″-terphenyl]-4′-ol hydrochloride was prepared from 3,4,4″-trichloro-6′-hydroxy-[1,1′:3′,1″-terphenyl]-5′-carbaldehyde and tert-butylamine using the same procedure described in Example 5.